Dataset: the Open Reaction Database (ORD), a public repository of structured organic reaction records. Task: describe an organic reaction: reactants, conditions, products, and yield Reactants: O[C@@H]1[C@@H](CN(CC1)C(=O)OC(C)(C)C)C (racemic (cis)-tert-butyl 4-hydroxy-3-methylpiperidine-1-carboxylate), [H-].[Na+] (NaH), CI (MeI). Solvent: CN(C)C=O (DMF). Run at temperature 0 celsius, time 10 minute. Yields the product CO[C@@H]1[C@@H](CN(CC1)C(=O)OC(C)(C)C)C (racemic (cis)-tert-butyl 4-methoxy-3-methylpiperidine-1-carboxylate). Reaction SMILES: [OH:1][C@H:2]1[CH2:7][CH2:6][N:5]([C:8]([O:10][C:11]([CH3:14])([CH3:13])[CH3:12])=[O:9])[CH2:4][C@H:3]1[CH3:15].[H-].[Na+].[CH3:18]I>CN(C=O)C>[CH3:18][O:1][C@H:2]1[CH2:7][CH2:6][N:5]([C:8]([O:10][C:11]([CH3:14])([CH3:13])[CH3:12])=[O:9])[CH2:4][C@H:3]1[CH3:15] |f:1.2|. Procedure: To a solution of racemic (cis)-tert-butyl 4-hydroxy-3-methylpiperidine-1-carboxylate (310 mg, 1.44 mmol) (CAS#955028-93-0; prepared as described in US 20070249589)] in DMF (5 mL) at 0° C. was added NaH (60% dispersion in mineral oil, 75 mg, 1.87 mmol). The reaction mixture was stirred at 0° C. for 10 minutes and MeI (0.13 mL, 2.02 mmol) was added. After 2 h the reaction was quenched with saturated aqueous NH4Cl. The aqueous phase was washed three times with EtOAc. The combined organic extracts w...